From a dataset of the Open Reaction Database (ORD), a public repository of structured organic reaction records. describe an organic reaction: reactants, conditions, products, and yield Reactants: COC1=C(C(C2=CC=CC=C2)(C2=CC=CC=C2)OCCCl)C=CC=C1 (2-Chloroethyl monomethoxytrityl ether), SC1=CC=C(CCC(=O)O)C=C1 (4-mercaptodihydrocinnamic acid), C(C)O (ethanol), C(C)(C)N(CC)C(C)C (diisopropylethylamine). Product: COC(CSC1=CC=C(CCC(=O)O)C=C1)OC(C1=CC=CC=C1)(C1=CC=CC=C1)C1=CC=CC=C1 (4-(2-monomethoxytrityloxyethylthio)dihydrocinnamic acid). Isolated yield 80.0%. RXN SMILES: CO[C:3]1[CH:25]=[CH:24][CH:23]=[CH:22][C:4]=1[C:5]([O:18][CH2:19][CH2:20]Cl)([C:12]1[CH:17]=[CH:16][CH:15]=[CH:14][CH:13]=1)[C:6]1[CH:11]=[CH:10][CH:9]=[CH:8][CH:7]=1.[SH:26][C:27]1[CH:37]=[CH:36][C:30]([CH2:31][CH2:32][C:33]([OH:35])=[O:34])=[CH:29][CH:28]=1.C(N(C(C)C)CC)(C)C.[CH2:47]([OH:49])C>>[CH3:47][O:49][CH:19]([O:18][C:5]([C:6]1[CH:11]=[CH:10][CH:9]=[CH:8][CH:7]=1)([C:12]1[CH:13]=[CH:14][CH:15]=[CH:16][CH:17]=1)[C:4]1[CH:3]=[CH:25][CH:24]=[CH:23][CH:22]=1)[CH2:20][S:26][C:27]1[CH:28]=[CH:29][C:30]([CH2:31][CH2:32][C:33]([OH:35])=[O:34])=[CH:36][CH:37]=1. Procedure details: 2-Chloroethyl monomethoxytrityl ether <1> (2.1172 g, 6 mmol) and 4-mercaptodihydrocinnamic acid <2> (0.9112 g, 5 mmol) were dissolved in ethanol (15 ml), and diisopropylethylamine (2.45 ml, 15 mmol) was added to the solution and the mixture was heated and refluxed for 12 hours. The solvent was removed by distillation under a reduced pressure, and the residue was purified by silica gel column chromatography to obtain 1.9945 g (yield=80%) of 4-(2-monomethoxytrityloxyethylthio)dihydrocinnamic acid ... Reaction conditions: time 1 hour. The solvent is C(Cl)Cl (CH2Cl2), CCOCC (Et2O), C1CCOC1 (THF). Reactants: C(#N)C1=C(C=C(C=O)C=C1)F (4-cyano-3-fluorobenzaldehyde), IC=1N=CN(C1)C(C1=CC=CC=C1)(C1=CC=CC=C1)C1=CC=CC=C1 (4-iodo-1-(triphenylmethyl)imidazole), C[Mg+].[Br-] (MeMgBr), solution. Procedure: To a solution of 4-iodo-1-(triphenylmethyl)imidazole (2.93 g, 6.71 mmol) in dry CH2Cl2 (30 mL), under argon, was added MeMgBr (2.35 mL of a 3.0M solution in Et2O, 7.05 mmol), dropwise. The resulting solution was stirred at ambient temperature for 1 hour, then transferred dropwise into a stirred solution of 4-cyano-3-fluorobenzaldehyde, as described in Example 11, Step B, (1.00 g, 6.71 mmol) in dry THF (30 mL), under argon, at −78° C. After 30 min, the reaction mixture was quenched with saturated... RXN SMILES: I[C:2]1[N:3]=[CH:4][N:5]([C:7]([C:20]2[CH:25]=[CH:24][CH:23]=[CH:22][CH:21]=2)([C:14]2[CH:19]=[CH:18][CH:17]=[CH:16][CH:15]=2)[C:8]2[CH:13]=[CH:12][CH:11]=[CH:10][CH:9]=2)[CH:6]=1.C[Mg+].[Br-].[C:29]([C:31]1[CH:38]=[CH:37][C:34]([CH:35]=[O:36])=[CH:33][C:32]=1[F:39])#[N:30]>C(Cl)Cl.CCOCC.C1COCC1>[C:29]([C:31]1[CH:38]=[CH:37][C:34]([CH:35]([C:2]2[N:3]=[CH:4][N:5]([C:7]([C:8]3[CH:9]=[CH:10][CH:11]=[CH:12][CH:13]=3)([C:14]3[CH:19]=[CH:18][CH:17]=[CH:16][CH:15]=3)[C:20]3[CH:25]=[CH:24][CH:23]=[CH:22][CH:21]=3)[CH:6]=2)[OH:36])=[CH:33][C:32]=1[F:39])#[N:30] |f:1.2|. The product is C(#N)C1=C(C=C(C=C1)C(O)C=1N=CN(C1)C(C1=CC=CC=C1)(C1=CC=CC=C1)C1=CC=CC=C1)F ((4-Cyano-3-fluorophenyl)[1-(triphenylmethyl)imidazol-4-yl]methanol). Reactants: C[C@@H]1N(CCC1)C=1C(=NC2=CC=C(C=C2N1)C(=O)OC)C1=CC=CC=C1 ((S)-methyl 3-(2-methylpyrrolidin-1-yl)-2-phenylquinoxaline-6-carboxylate), [OH-].[Na+] (sodium hydroxide). The solvent is O (water), CO (methanol). Run at temperature 50 celsius, time 8 hour. Product: C[C@@H]1N(CCC1)C=1C(=NC2=CC=C(C=C2N1)C(=O)O)C1=CC=CC=C1 ((S)-3-(2-methylpyrrolidin-1-yl)-2-phenylquinoxaline-6-carboxylic acid). RXN SMILES: [CH3:1][C@H:2]1[CH2:6][CH2:5][CH2:4][N:3]1[C:7]1[C:8]([C:21]2[CH:26]=[CH:25][CH:24]=[CH:23][CH:22]=2)=[N:9][C:10]2[C:15]([N:16]=1)=[CH:14][C:13]([C:17]([O:19]C)=[O:18])=[CH:12][CH:11]=2.[OH-].[Na+]>CO.O>[CH3:1][C@H:2]1[CH2:6][CH2:5][CH2:4][N:3]1[C:7]1[C:8]([C:21]2[CH:26]=[CH:25][CH:24]=[CH:23][CH:22]=2)=[N:9][C:10]2[C:15]([N:16]=1)=[CH:14][C:13]([C:17]([OH:19])=[O:18])=[CH:12][CH:11]=2 |f:1.2|. Reported procedure: Into a 50-mL round-bottom flask, was placed a solution of (S)-methyl 3-(2-methylpyrrolidin-1-yl)-2-phenylquinoxaline-6-carboxylate (193.6 mg, 0.56 mmol, 1.00 equiv) in methanol (15 mL). A solution of sodium hydroxide (111.6 mg, 2.79 mmol, 5.00 equiv) in water (1.5 mL) was added. The resulting solution was stirred overnight at 50° C. in an oil bath and concentrated to dryness. The residue was diluted by 10 mL of water and adjusted to PH=3-4 with 1N hydrogen chloride. The resulting solid was colle...